Dataset: the Open Reaction Database (ORD), a public repository of structured organic reaction records. Task: describe an organic reaction: reactants, conditions, products, and yield Starting materials: CC=1OC=CC1 (2-Methyl furan), C1(\C=C/C(=O)O1)=O (maleic anhydride). The product is CC12C3C(C(C=C1)O2)C(=O)OC3=O (1-methyl-7-oxabicyclo[2.2.1]hept-5-ene-2,3-dicarboxylic anhydride). As a reaction SMILES: [CH3:1][C:2]1[O:3][CH:4]=[CH:5][CH:6]=1.[C:7]1(=[O:13])[O:12][C:10](=[O:11])[CH:9]=[CH:8]1>>[CH3:1][C:2]12[O:3][CH:4]([CH:5]=[CH:6]1)[CH:8]1[C:7]([O:12][C:10](=[O:11])[CH:9]21)=[O:13]. Procedure details: 2-Methyl furan was reacted with maleic anhydride in a manner similar to the procedure described in Example 1 to yield 1-methyl-7-oxabicyclo[2.2.1]hept-5-ene-2,3-dicarboxylic anhydride. An amount of 28 mmol of this compound was dissolved in methanol (50 ml). To this solution, solid sodium methoxide (56 mmol) was added at 0° C. The resulting deep orange solution was stirred for 18 h at room temperature, after which the solvent was evaporated in vacuo. After drying for 1 h at 77° C. under reduced p... The reactants are BrC=1C=C(/C(=N/OC(C)(C)C)/C2=NC=CC=C2O)C=CC1 ((Z)-2-(3-bromo-α-t-butoxyiminobenzyl)-3-hydroxypyridine), ClC1=CC(=CC=C1)C(=O)OO (m-chloroperbenzoic acid), S(=O)([O-])[O-].[Na+].[Na+] (sodium sulfite). Run in O1CCCC1 (tetrahydrofuran). Reaction conditions: time 8 hour. Product: BrC=1C=C(/C(=N/OC(C)(C)C)/C2=[N+](C=CC=C2O)[O-])C=CC1 ((Z)-2-(3-bromo-α-t-butoxyiminobenzyl)-3-hydroxypyridine 1-oxide). The yield is 80.0%. Reaction SMILES: [Br:1][C:2]1[CH:3]=[C:4]([CH:19]=[CH:20][CH:21]=1)/[C:5](/[C:12]1[C:17]([OH:18])=[CH:16][CH:15]=[CH:14][N:13]=1)=[N:6]/[O:7][C:8]([CH3:11])([CH3:10])[CH3:9].ClC1C=CC=C(C(OO)=[O:30])C=1.S([O-])([O-])=O.[Na+].[Na+]>O1CCCC1>[Br:1][C:2]1[CH:3]=[C:4]([CH:19]=[CH:20][CH:21]=1)/[C:5](/[C:12]1[C:17]([OH:18])=[CH:16][CH:15]=[CH:14][N+:13]=1[O-:30])=[N:6]/[O:7][C:8]([CH3:11])([CH3:9])[CH3:10] |f:2.3.4|. Procedure details: A mixture of (Z)-2-(3-bromo-α-t-butoxyiminobenzyl)-3-hydroxypyridine (0.49 g), 70% m-chloroperbenzoic acid (0.70 g) and tetrahydrofuran (30 mL) was stirred overnight at room temperature. To the reaction mixture was added an aqueous solution of sodium sulfite. The reaction mixture was stirred for 30 minutes, and extracted with ethyl acetate. The extract was washed with water and a saturated aqueous saline solution, successively, and dried (sodium sulfate) and then concentrated. The concentrate wa... Starting materials: O.Cl.C(#N)C=1C(=NC=C(C1)C1=CC=NC=C1)N1CCOCC1 (3-cyano-2-morpholino-5-(pyrid-4-yl)-pyridine hydrochloride monohydrate), C (charcoal). Reaction SMILES: O.Cl.[C:3]([C:5]1[C:6]([N:17]2[CH2:22][CH2:21][O:20][CH2:19][CH2:18]2)=[N:7][CH:8]=[C:9]([C:11]2[CH:16]=[CH:15][N:14]=[CH:13][CH:12]=2)[CH:10]=1)#[N:4].C>O>[C:3]([C:5]1[C:6]([N:17]2[CH2:22][CH2:21][O:20][CH2:19][CH2:18]2)=[N:7][CH:8]=[C:9]([C:11]2[CH:12]=[CH:13][N:14]=[CH:15][CH:16]=2)[CH:10]=1)#[N:4] |f:0.1.2|. Solvent: O (water). Run at temperature 50 celsius. Reported procedure: 5.3 kg 3-cyano-2-morpholino-5-(pyrid-4-yl)-pyridine hydrochloride monohydrate is suspended in 40 l water and the suspension is heated to 50° C. 0.5 kg activated charcoal is added and filtered off with suction after 15 minutes of stirring and washed with water. The filtrate is cooled to 30° C. While stirring, about 2.7 l concentrated sodium hydroxide solution is allowed to run in over a period of one hour at this temperature until pH 8-9. The crystalline material is centrifuged off and washed wit... Yields the product C(#N)C=1C(=NC=C(C1)C1=CC=NC=C1)N1CCOCC1 (3-Cyano-2-morpholino-5-(pyrid-4-yl)-pyridine). Reactants: N#CN (cyanamide), N(=C=S)C1=CC=C(OCCN2CCCC2)C=C1 (1-[2-(4-Isothiocyanato-phenoxy)-ethyl]-pyrrolidine), BrCC(=O)C=1C=CC2=C(C(CO2)C)C1 (2-bromo-1-(3-methyl-2,3-dihydro-benzo-furan-5-yl)ethanone). Yields the product NC=1N=C(SC1C(=O)C=1C=CC2=C(C(CO2)C)C1)NC1=CC=C(C=C1)OCCN1CCCC1 ([4-Amino-2-[4-(2-pyrrolidin-1-yl-ethoxy)-phenylamino]-thiazol-5-yl]-(3-methyl-2,3-dihydro-benzofuran-5-yl)-methanone). RXN SMILES: [N:1]#[C:2][NH2:3].[N:4]([C:7]1[CH:20]=[CH:19][C:10]([O:11][CH2:12][CH2:13][N:14]2[CH2:18][CH2:17][CH2:16][CH2:15]2)=[CH:9][CH:8]=1)=[C:5]=[S:6].Br[CH2:22][C:23]([C:25]1[CH:26]=[CH:27][C:28]2[O:32][CH2:31][CH:30]([CH3:33])[C:29]=2[CH:34]=1)=[O:24]>>[NH2:1][C:2]1[N:3]=[C:5]([NH:4][C:7]2[CH:8]=[CH:9][C:10]([O:11][CH2:12][CH2:13][N:14]3[CH2:15][CH2:16][CH2:17][CH2:18]3)=[CH:19][CH:20]=2)[S:6][C:22]=1[C:23]([C:25]1[CH:26]=[CH:27][C:28]2[O:32][CH2:31][CH:30]([CH3:33])[C:29]=2[CH:34]=1)=[O:24]. Procedure details: This compound was prepared from cyanamide, 1-[2-(4-Isothiocyanato-phenoxy)-ethyl]-pyrrolidine (from Example 5) and 2-bromo-1-(3-methyl-2,3-dihydro-benzofuran-5-yl)ethanone (from Example 138) following a procedure similar to Example 130. Mass spectrum (ES) MH+=465. Starting materials: ClC1=NC(=NC=C1)SC (4-chloro-2-methylthiopyrimidine), C([O-])([O-])=O.[Na+].[Na+] (sodium carbonate), FC(C1=CC=C(C=C1)B(O)O)(F)F (4-trifluoromethylphenylboronic acid). Reagents/catalysts: [Pd].C1(=CC=CC=C1)P(C1=CC=CC=C1)C1=CC=CC=C1.C1(=CC=CC=C1)P(C1=CC=CC=C1)C1=CC=CC=C1.C1(=CC=CC=C1)P(C1=CC=CC=C1)C1=CC=CC=C1.C1(=CC=CC=C1)P(C1=CC=CC=C1)C1=CC=CC=C1 (tetrakis(triphenylphosphine) palladium (0)). Run in C(OC)COC (dimethoxyethane), O (water). The product is CSC1=NC=CC(=N1)C1=CC=C(C=C1)C(F)(F)F (2-(Methylthio)-4-[4-(trifluoromethyl)phenyl]pyrimidine). RXN SMILES: Cl[C:2]1[CH:7]=[CH:6][N:5]=[C:4]([S:8][CH3:9])[N:3]=1.C(=O)([O-])[O-].[Na+].[Na+].[F:16][C:17]([F:28])([F:27])[C:18]1[CH:23]=[CH:22][C:21](B(O)O)=[CH:20][CH:19]=1>C(COC)OC.O.[Pd].C1(P(C2C=CC=CC=2)C2C=CC=CC=2)C=CC=CC=1.C1(P(C2C=CC=CC=2)C2C=CC=CC=2)C=CC=CC=1.C1(P(C2C=CC=CC=2)C2C=CC=CC=2)C=CC=CC=1.C1(P(C2C=CC=CC=2)C2C=CC=CC=2)C=CC=CC=1>[CH3:9][S:8][C:4]1[N:3]=[C:2]([C:21]2[CH:22]=[CH:23][C:18]([C:17]([F:28])([F:27])[F:16])=[CH:19][CH:20]=2)[CH:7]=[CH:6][N:5]=1 |f:1.2.3,7.8.9.10.11|. Procedure: To a solution of 4-chloro-2-methylthiopyrimidine (2.17 mL, 18.7 mmol) in dimethoxyethane (140 mL) and water (70 mL) was added sodium carbonate (5.15 g, 48.5 mmol), 4-trifluoromethylphenylboronic acid and tetrakis(triphenylphosphine) palladium (0) (0.43 g). The resulting mixture was heated at reflux under nitrogen for 18 h, then allowed to cool to room temperature and the dimethoxyethane removed in vacuo. The residue was diluted with water (30 mL) and extracted CH2Cl2 (2×100 mL). The organic solu... Starting materials: COC=1C=C(C=CC1OC)CCC1=CC=C(C=C1)N (4-[2-(3,4-dimethoxyphenyl)ethyl]benzenamine), C(CCC)[Li] (n-Butyllithium), Cl (hydrochloric acid), ClC=1C=CC(=C(C1)C(C(=O)OCC)=O)O (ethyl 5-chloro-2-hydroxy-α-oxobenzenacetate). The solvent is ClCCl (dichloromethane), O1CCCC1 (tetrahydrofuran), O1CCCC1 (tetrahydrofuran). Conditions: time 15 minute. Yields the product COC=1C=C(C=CC1OC)CCC1=CC=C(C=C1)NC(C(C1=C(C=CC(=C1)Cl)O)=O)=O (N-[4-[2-(3,4-dimethoxyphenyl)ethyl]phenyl]-2-hydroxy-5-chloro-α-oxobenzeneacetamide). Yield: 60.3%. RXN SMILES: [CH3:1][O:2][C:3]1[CH:4]=[C:5]([CH2:11][CH2:12][C:13]2[CH:18]=[CH:17][C:16]([NH2:19])=[CH:15][CH:14]=2)[CH:6]=[CH:7][C:8]=1[O:9][CH3:10].C([Li])CCC.[Cl:25][C:26]1[CH:27]=[CH:28][C:29]([OH:39])=[C:30]([C:32](=[O:38])[C:33](OCC)=[O:34])[CH:31]=1.Cl>ClCCl.O1CCCC1>[CH3:1][O:2][C:3]1[CH:4]=[C:5]([CH2:11][CH2:12][C:13]2[CH:14]=[CH:15][C:16]([NH:19][C:33](=[O:34])[C:32](=[O:38])[C:30]3[CH:31]=[C:26]([Cl:25])[CH:27]=[CH:28][C:29]=3[OH:39])=[CH:17][CH:18]=2)[CH:6]=[CH:7][C:8]=1[O:9][CH3:10]. Procedure details: Under an argon atmosphere, a tetrahydrofuran (20 ml) solution of 4-[2-(3,4-dimethoxyphenyl)ethyl]benzenamine (2.50 g, 9.72 mmol) is cooled to 0° C. n-Butyllithium (2.3M, 4.2 ml, 9.72 mmol) is added, and the resulting solution is stirred for 15 minutes. A tetrahydrofuran (10 ml) solution of ethyl 5-chloro-2-hydroxy-α-oxobenzenacetate (0.74 g, 3.24 mmol) is then added, after which the solution is allowed to warm to ambient temperature over a 30 minute period. The contents are then poured into 5% h... Yield: 83.5%. The product is C1(=CC=CC=C1)C=CC(=O)C1=CC=CC=C1 (chalcone). The reactants are OCC(=O)C1=CC=CC=C1 (2-hydroxyacetophenone), O1CCN(CC1)C1=CC=C(C=O)C=C1 (4-morpholinobenzaldehyde), O([Na])C (NaOCH3). Solvent: C1CCOC1 (THF). Reported procedure: 2.5 g (15.8 mmol) of 2-hydroxyacetophenone, 2.8 g of 4-morpholinobenzaldehyde (14.5 mmol), and 10 ml of 25% wt NaOCH3 were reacted in 50 ml of dry THF to give 2.52 g (56%) of chalcone after purification. 1H NMR (300 MHz, CDCl3): δ 12.99 (s, 1H), 8.43 (d, J=2.4 Hz, 1H), 7.93-7.84 (m, 3H), 7.52-7.48 (m, 2H), 7.03 (d, d, J=0.9, 8.4 Hz, 1H), 6.97-6.92 (m, 1H), 6.68 (d, J=9.0 Hz, 1H), 3.86-3.83 (m, 4H), 3.69-3.66 (m, 4H). RXN SMILES: O[CH2:2][C:3]([C:5]1[CH:10]=[CH:9][CH:8]=[CH:7][CH:6]=1)=[O:4].O1CCN([C:17]2[CH:24]=[CH:23][C:20]([CH:21]=O)=[CH:19][CH:18]=2)CC1.O(C)[Na]>C1COCC1>[C:20]1([CH:21]=[CH:2][C:3]([C:5]2[CH:10]=[CH:9][CH:8]=[CH:7][CH:6]=2)=[O:4])[CH:23]=[CH:24][CH:17]=[CH:18][CH:19]=1. The reactants are CC=1C(=C(C(=C(C1)C)C)C)C (Pentamethylbenzene), CCCCCCC (n-heptane), B(Cl)(Cl)Cl (boron trichloride), S1C(=CC2=C1C=CC=C2)CC=2C=C(C=CC2F)[C@H]2[C@H](OCC1=CC=CC=C1)[C@@H](OCC1=CC=CC=C1)[C@H](OCC1=CC=CC=C1)[C@H](O2)COCC2=CC=CC=C2 ((1s)-1,5-anhydro-1-[3-(1-benzothien-2-ylmethyl)-4-fluorophenyl]-2,3,4,6-tetra-O-benzyl-D-glucitol). The solvent is ClCCl (dichloromethane), CO (methanol). Run at time 2 hour. Product: S1C(=CC2=C1C=CC=C2)CC=2C=C(C=CC2F)[C@H]2[C@H](O)[C@@H](O)[C@H](O)[C@H](O2)CO ((1S)-1,5-anhydro-1-[3-(1-benzothien-2-ylmethyl)-4-fluorophenyl]-D-glucitol). Yield: 83.2%. RXN SMILES: CC1C(C)=C(C)C(C)=C(C)C=1.CCCCCCC.B(Cl)(Cl)Cl.[S:23]1[C:27]2[CH:28]=[CH:29][CH:30]=[CH:31][C:26]=2[CH:25]=[C:24]1[CH2:32][C:33]1[CH:34]=[C:35]([C@@H:40]2[O:69][C@H:68]([CH2:70][O:71]CC3C=CC=CC=3)[C@@H:59]([O:60]CC3C=CC=CC=3)[C@H:50]([O:51]CC3C=CC=CC=3)[C@H:41]2[O:42]CC2C=CC=CC=2)[CH:36]=[CH:37][C:38]=1[F:39]>ClCCl.CO>[S:23]1[C:27]2[CH:28]=[CH:29][CH:30]=[CH:31][C:26]=2[CH:25]=[C:24]1[CH2:32][C:33]1[CH:34]=[C:35]([C@@H:40]2[O:69][C@H:68]([CH2:70][OH:71])[C@@H:59]([OH:60])[C@H:50]([OH:51])[C@H:41]2[OH:42])[CH:36]=[CH:37][C:38]=1[F:39]. Procedure: Pentamethylbenzene (4.85 g) and a n-heptane solution (16.3 mL) containing 1.0 M of boron trichloride were added to a solution of (1s)-1,5-anhydro-1-[3-(1-benzothien-2-ylmethyl)-4-fluorophenyl]-2,3,4,6-tetra-O-benzyl-D-glucitol (2.5 g) dissolved in dichloromethane (50 mL, cooled to −78° C.) in an argon stream. The mixture was stirred at the same temperature for 2 hours. After the completion of the reaction, methanol (100 mL) was added for decomposition of the excessive reagent, and the solvents w... Reactants: Cc1c(Br)cncc1[N+](=O)[O-], [Fe]. Yields the product Cc1c(N)cncc1Br. Reaction SMILES: [Br:1][c:2]1[cH:3][n:4][cH:5][c:6]([N+:9]([O-:10])=[O:11])[c:7]1[CH3:8].[Fe:12]>>[Br:1][c:2]1[cH:3][n:4][cH:5][c:6]([NH2:9])[c:7]1[CH3:8]. Reaction SMILES: Br[CH2:2][CH2:3][CH2:4][CH2:5][CH2:6][NH:7][C:8]([NH:10][C:11]1[C:15]([C:16]([O:18]C)=O)=[CH:14][S:13][CH:12]=1)=[O:9].[F:20][C:21]1[CH:26]=[CH:25][C:24]([C:27]([C:34]2[CH:39]=[CH:38][C:37]([F:40])=[CH:36][CH:35]=2)=[C:28]2[CH2:33][CH2:32][NH:31][CH2:30][CH2:29]2)=[CH:23][CH:22]=1.NC1C(C(OC)=O)=CSC=1.BrCCCCCN=C=O>C1(C)C=CC=CC=1>[F:40][C:37]1[CH:38]=[CH:39][C:34]([C:27]([C:24]2[CH:23]=[CH:22][C:21]([F:20])=[CH:26][CH:25]=2)=[C:28]2[CH2:33][CH2:32][N:31]([CH2:2][CH2:3][CH2:4][CH2:5][CH2:6][N:7]3[C:16](=[O:18])[C:15]4=[CH:14][S:13][CH:12]=[C:11]4[NH:10][C:8]3=[O:9])[CH2:30][CH2:29]2)=[CH:35][CH:36]=1. Isolated yield 98.0%. The reactants are BrCCCCCN=C=O (5-bromopentylisocyanate), BrCCCCCNC(=O)NC1=CSC=C1C(=O)OC (N-(5-bromopentyl)-N'-(4-carbomethoxythien-3-yl)urea), FC1=CC=C(C=C1)C(=C1CCNCC1)C1=CC=C(C=C1)F (4-[bis(4-fluorophenyl)methylene]piperidine), NC=1C(=CSC1)C(=O)OC (methyl 4-aminothiophene-3-carboxylate). Product: FC1=CC=C(C=C1)C(=C1CCN(CC1)CCCCCN1C(NC=2C(C1=O)=CSC2)=O)C2=CC=C(C=C2)F (3-[5-[4-[Bis(4-fluorophenyl)methylene]piperidin-1-yl]pentyl]thieno[3,4-d]pyrimidine-2,4-dione). Procedure details: The title compound was prepared by the procedure of Example 10 using N-(5-bromopentyl)-N'-(4-carbomethoxythien-3-yl)urea (9.01 g, 26 mmol) and 4-[bis(4-fluorophenyl)methylene]piperidine (14.76 g, 52 mmol). The urea was prepared by reacting methyl 4-aminothiophene-3-carboxylate with one equivalent of 5-bromopentylisocyanate in toluene at room temperature for four hours to produce the urea as a tan solid (98% yield). This material was recrystallized from CH2Cl2 /ether/hexane to afford the urea as ... Run in C1(=CC=CC=C1)C (toluene).